describe an organic reaction: reactants, conditions, products, and yield From a dataset of the Open Reaction Database (ORD), a public repository of structured organic reaction records. Yields the product CCCCN(CC)c1ccc(C(F)(F)F)cc1CN(Cc1cc(C(F)(F)F)cc(C(F)(F)F)c1)c1ncc(Br)cn1. Reactants: Clc1ncc(Br)cn1, CCN(C(C)C)C(C)C(C)C, CCOC(C)=O, Cc1ccccc1, CCCCN(CC)c1ccc(C(F)(F)F)cc1CNCc1cc(C(F)(F)F)cc(C(F)(F)F)c1, O. As a reaction SMILES: [Br:35][c:36]1[cH:37][n:38][c:39]([Cl:42])[n:40][cH:41]1.[CH2:43]([N:44]([CH:45]([CH3:46])[CH3:47])[CH:48]([CH:49]([CH3:50])[CH3:51])[CH3:52])[CH3:53].[CH3:54][CH2:55][O:56][C:57](=[O:58])[CH3:59].[CH3:60][c:61]1[cH:62][cH:63][cH:64][cH:65][cH:66]1.[F:1][C:2]([c:3]1[cH:4][c:5]([CH2:6][NH:7][CH2:8][c:9]2[c:10]([N:19]([CH2:20][CH3:21])[CH2:22][CH2:23][CH2:24][CH3:25])[cH:11][cH:12][c:13]([C:15]([F:16])([F:17])[F:18])[cH:14]2)[cH:26][c:27]([C:29]([F:30])([F:31])[F:32])[cH:28]1)([F:33])[F:34].[OH2:67]>>[F:1][C:2]([c:3]1[cH:4][c:5]([CH2:6][N:7]([CH2:8][c:9]2[c:10]([N:19]([CH2:20][CH3:21])[CH2:22][CH2:23][CH2:24][CH3:25])[cH:11][cH:12][c:13]([C:15]([F:16])([F:17])[F:18])[cH:14]2)[c:39]2[n:38][cH:37][c:36]([Br:35])[cH:41][n:40]2)[cH:26][c:27]([C:29]([F:30])([F:31])[F:32])[cH:28]1)([F:33])[F:34]. Starting materials: O=CC1CCc2cc(Br)cc3[nH]c(=O)c(=O)n1c23, [BH3-]C#N, NCc1ccccc1, CO, Cl, [Na+], O=P([O-])([O-])[O-]. Yields the product O=c1[nH]c2cc(Br)cc3c2n(c1=O)C(CNCc1ccccc1)CC3, Cl. Reaction SMILES: [Br:1][c:2]1[cH:3][c:4]2[c:5]3[n:6]([c:7](=[O:13])[c:8](=[O:12])[nH:9][c:10]3[cH:11]1)[CH:14]([CH:17]=[O:18])[CH2:15][CH2:16]2.[C:28]([BH3-:29])#[N:30].[CH2:20]([c:21]1[cH:22][cH:23][cH:24][cH:25][cH:26]1)[NH2:27].[CH3:37][OH:38].[ClH:19].[Na+:31].[O-:32][P:33](=[O:34])([O-:35])[O-:36]>>[Br:1][c:2]1[cH:3][c:4]2[c:5]3[n:6]([c:7](=[O:13])[c:8](=[O:12])[nH:9][c:10]3[cH:11]1)[CH:14]([CH2:17][NH:27][CH2:20][c:21]1[cH:22][cH:23][cH:24][cH:25][cH:26]1)[CH2:15][CH2:16]2.[ClH:19]. The reactants are Br, CC(=O)O, N#Cc1c(O)c2c(-c3cc(Cl)c(OCc4ccccc4)c(Cl)c3)csc2[nH]c1=O. Yields the product N#Cc1c(O)c2c(-c3cc(Cl)c(O)c(Cl)c3)csc2[nH]c1=O. As a reaction SMILES: [BrH:30].[C:31]([OH:32])(=[O:33])[CH3:34].[CH2:1]([c:2]1[cH:3][cH:4][cH:5][cH:6][cH:7]1)[O:8][c:9]1[c:10]([Cl:29])[cH:11][c:12](-[c:16]2[cH:17][s:18][c:19]3[nH:20][c:21](=[O:28])[c:22]([C:26]#[N:27])[c:23]([OH:25])[c:24]23)[cH:13][c:14]1[Cl:15]>>[OH:8][c:9]1[c:10]([Cl:29])[cH:11][c:12](-[c:16]2[cH:17][s:18][c:19]3[nH:20][c:21](=[O:28])[c:22]([C:26]#[N:27])[c:23]([OH:25])[c:24]23)[cH:13][c:14]1[Cl:15]. Reactants: C1(=CC=CC=C1)C (toluene), COC1=CC=C(C=C1)CCCO (3-(4-methoxyphenyl)propanol), [I-].[Na+] (sodium iodide), ClC(=O)OC(C)Cl (1-chloroethyl chloroformate). The solvent is CC(=O)C (acetone). Reaction conditions: time 4 hour. Yields the product COC1=CC=C(C=C1)CCCI (3-(4-methoxyphenyl)propyl iodide). The yield is 32.4%. As a reaction SMILES: [CH3:1][O:2][C:3]1[CH:8]=[CH:7][C:6]([CH2:9][CH2:10][CH2:11]O)=[CH:5][CH:4]=1.[I-:13].[Na+].ClC(OC(Cl)C)=O.C1(C)C=CC=CC=1>CC(C)=O>[CH3:1][O:2][C:3]1[CH:8]=[CH:7][C:6]([CH2:9][CH2:10][CH2:11][I:13])=[CH:5][CH:4]=1 |f:1.2|. Reported procedure: Under a nitrogen atmosphere, a solution of 8.0 grams (0.048 mole) of 3-(4-methoxyphenyl)propanol and 7.9 grams (0.053 mole) of sodium iodide in 50 mL of acetone was stirred, and 5.7 mL (0.053 mole) of 1-chloroethyl chloroformate was slowly added. Upon completion of addition, the reaction mixture was heated to reflux where it was stirred for four hours. After this time the reaction mixture was cooled, and 50 mL of toluene was added. The acetone was removed by distillation after which the reaction... Starting materials: ClC1=C(C=C(C(=C1[N+](=O)[O-])Cl)[N+](=O)[O-])C(F)(F)F (2,4-dichloro-3,5-dinitrobenzotrifluoride), CNN (methylhydrazine). The product is CNNC1=C(C(=C(C=C1[N+](=O)[O-])C(F)(F)F)Cl)[N+](=O)[O-] (N-(methylamino)-3-chloro-2,6-dinitro-4-trifluoromethylaniline). Reaction SMILES: [Cl:1][C:2]1[C:7]([N+:8]([O-:10])=[O:9])=[C:6](Cl)[C:5]([N+:12]([O-:14])=[O:13])=[CH:4][C:3]=1[C:15]([F:18])([F:17])[F:16].[CH3:19][NH:20][NH2:21]>>[CH3:19][NH:20][NH:21][C:6]1[C:5]([N+:12]([O-:14])=[O:13])=[CH:4][C:3]([C:15]([F:18])([F:17])[F:16])=[C:2]([Cl:1])[C:7]=1[N+:8]([O-:10])=[O:9]. Reported procedure: The product was obtained by reacting 2,4-dichloro-3,5-dinitrobenzotrifluoride with methylhydrazine and found to melt at 136°-137° C. The reactants are BrC=1C(=CC(NC1)=O)C(F)(F)F (5-Bromo-4-trifluoromethyl-2-pyridone), [H-].[Na+] (sodium hydride), suspension, [H][H] (hydrogen), O1CCCC1 (tetrahydrofuran), O1CCCC1 (tetrahydrofuran), C(C)(C)(C)[Li] (tertiary-butyl lithium), [Cl-].[NH4+] (ammonium chloride). Run in CN(C=O)C (dimethylformamide), CCCCC (pentane). Reaction conditions: temperature -78 celsius. Yields the product C(=O)C=1C(NC=CC1C(F)(F)F)=O (formyl-4-trifluoromethyl-2-pyridone). Reaction SMILES: Br[C:2]1[C:3]([C:9]([F:12])([F:11])[F:10])=[CH:4][C:5](=[O:8])[NH:6][CH:7]=1.[H-].[Na+].[H][H].C([Li])(C)(C)C.[Cl-].[NH4+].[O:24]1CCC[CH2:25]1>CCCCC.CN(C)C=O>[CH:25]([C:4]1[C:5](=[O:8])[NH:6][CH:7]=[CH:2][C:3]=1[C:9]([F:12])([F:11])[F:10])=[O:24] |f:1.2,5.6|. Reported procedure: 5-Bromo-4-trifluoromethyl-2-pyridone (25 g) was added portionwise to a suspension of sodium hydride (5.5 g of a 50% suspension in mineral oil) in tetrahydrofuran (250 ml) whereupon hydrogen was evolved. The reaction mixture was cooled to -78° C. and a solution (90 ml) of tertiary-butyl lithium (2.6M) in pentane added whilst maintaining the temperature below -55° C. A solution of dry dimethylformamide (40 ml) in tetrahydrofuran (150 ml) at a temperature of -78° C. was added and a thick grey/purpl... Yields the product OC1=C(N=C(NC1=O)CC1=C(C=CC=C1)C1=CC(=CC=C1)C)C(=O)O (5-hydroxy-2-(3′-methyl-biphenyl-2-ylmethyl)-6-oxo-1,6-dihydro-pyrimidine-4-carboxylic acid). Reaction conditions: temperature 50 celsius, time 1 day. Solvent: O (water). Starting materials: OC1=C(N=C(NC1=O)CC1=C(C=CC=C1)C1=CC(=CC=C1)C)C(=O)OC (methyl 5-hydroxy-2-((3′-methylbiphenyl-2-yl)methyl)-6-oxo-1,6-dihydropyrimidine-4-carboxylate), O.[OH-].[Li+] (lithium hydroxide hydrate), C1CCOC1 (THF). The yield is 38.2%. As a reaction SMILES: [OH:1][C:2]1[C:7](=[O:8])[NH:6][C:5]([CH2:9][C:10]2[CH:15]=[CH:14][CH:13]=[CH:12][C:11]=2[C:16]2[CH:21]=[CH:20][CH:19]=[C:18]([CH3:22])[CH:17]=2)=[N:4][C:3]=1[C:23]([O:25]C)=[O:24].O.[OH-].[Li+].C1COCC1>O>[OH:1][C:2]1[C:7](=[O:8])[NH:6][C:5]([CH2:9][C:10]2[CH:15]=[CH:14][CH:13]=[CH:12][C:11]=2[C:16]2[CH:21]=[CH:20][CH:19]=[C:18]([CH3:22])[CH:17]=2)=[N:4][C:3]=1[C:23]([OH:25])=[O:24] |f:1.2.3|. Reported procedure: In a round-bottomed flask, methyl 5-hydroxy-2-((3′-methylbiphenyl-2-yl)methyl)-6-oxo-1,6-dihydropyrimidine-4-carboxylate (30 mg, 85.6 μmol) and lithium hydroxide hydrate (6.5 mg, 155 μmol) were combined with THF (2 ml) and water (1 ml) to give a colorless solution. The mixture was stirred at 50° C. for one day. Amberlyst (15, ion exchange resin) was added, the mixture was stirred for 10 min, filtered and evaporated to dryness. Trituration with EtOAc and hexanes provided the title compound as a w... Starting materials: compound 139, Cl.ClCC1=C(N=C2N1C=C(C=C2)F)C2=CC=C(C=C2)F (3-(chloromethyl)-6-fluoro-2-(4-fluorophenyl)imidazo[1,2-a]pyridine hydrochloride), COC1=CC=C(N=N1)N (6-methoxypyridazin-3-amine). The product is ClC=1C=CC=2N(C1)C(=C(N2)C2=CC=CC=C2)CNC=2N=NC(=CC2)OC (N-((6-chloro-2-phenylimidazo[1,2-a]pyridin-3-yl)methyl)-6-methoxypyridazin-3-amine). Reaction SMILES: [ClH:1].Cl[CH2:3][C:4]1[N:8]2[CH:9]=[C:10](F)[CH:11]=[CH:12][C:7]2=[N:6][C:5]=1[C:14]1[CH:19]=[CH:18][C:17](F)=[CH:16][CH:15]=1.[CH3:21][O:22][C:23]1[N:28]=[N:27][C:26]([NH2:29])=[CH:25][CH:24]=1>>[Cl:1][C:10]1[CH:11]=[CH:12][C:7]2[N:8]([C:4]([CH2:3][NH:29][C:26]3[N:27]=[N:28][C:23]([O:22][CH3:21])=[CH:24][CH:25]=3)=[C:5]([C:14]3[CH:19]=[CH:18][CH:17]=[CH:16][CH:15]=3)[N:6]=2)[CH:9]=1 |f:0.1|. Reported procedure: The title compound was prepared according to Method A and the experimentals described for compound 139 from 3-(chloromethyl)-6-fluoro-2-(4-fluorophenyl)imidazo[1,2-a]pyridine hydrochloride and 6-methoxypyridazin-3-amine compound. M/e+ 366 for C19H17ClN5O (M+H)+; 1H-NMR (400 MHz, CDCl3) δ 8.16 (t, J=0.7 Hz, 1H), 7.68 (dd, J=8.4, 1.4 Hz, 2H), 7.52 (d, J=9.5 Hz, 1H), 7.39 (m, 3H), 7.16 (dd, J=9.5, 1.8 Hz, 1H), 6.84 (q, J=9.5 Hz, 2H), 5.07 (d, J=4.7 Hz, 2H), 4.06 (s, 3H), 1.62 (bs, 1H) ppm. Starting materials: BrC=1N=C(C(=NC1)N)C#C[Si](C)(C)C (5-Bromo-3-trimethylsilanylethynyl-pyrazin-2-ylamine), N1=CC=CC=C1 (pyridine), C(C)(=O)Cl (acetyl chloride). The solvent is C1CCOC1 (THF). Run at time 8 hour. Yields the product BrC=1N=C(C(=NC1)NC(C)=O)C#C[Si](C)(C)C (N-(5-Bromo-3-trimethylsilanylethynyl-pyrazin-2-yl)-acetamide). Isolated yield 19.0%. RXN SMILES: [Br:1][C:2]1[N:3]=[C:4]([C:9]#[C:10][Si:11]([CH3:14])([CH3:13])[CH3:12])[C:5]([NH2:8])=[N:6][CH:7]=1.N1C=CC=CC=1.[C:21](Cl)(=[O:23])[CH3:22]>C1COCC1>[Br:1][C:2]1[N:3]=[C:4]([C:9]#[C:10][Si:11]([CH3:13])([CH3:12])[CH3:14])[C:5]([NH:8][C:21](=[O:23])[CH3:22])=[N:6][CH:7]=1. Procedure details: To a solution of 5-Bromo-3-trimethylsilanylethynyl-pyrazin-2-ylamine (2.30 g, 8 mmol) in anhydrous THF (35 ml) and pyridine (1.62 ml, 20.0 mmol) was added acetyl chloride (682 μl, 9.6 mmol). The mixture was stirred at room temperature overnight, and then stirred at 60° C. for 5 hours. Solvents were removed in vacuum and the resulting brown residue was purified by silica gel chromatogrpahy with a gradient of ethyl acetate/hexane to afford the title compound (474 mg, 1.52 mmol) as light yellow as ... Starting materials: ClC1=CC=C(C(CCNC2=C(N(C3=CC(=CC(=C23)Cl)Cl)C(=O)OC(C)(C)C)C(=O)OCC)=O)C=C1 (3-[(p-chlorophenacyl)methylamino]-2-carbethoxy-4,6-dichloro-1-(tert-butyloxycarbonyl)-indole), FC(C(=O)O)(F)F (trifluoracetic acid). Run in C(Cl)Cl (methylene chloride), C(C)(=O)OCC (ethyl acetate). The product is ClC1=CC=C(C(CCNC2=C(NC3=CC(=CC(=C23)Cl)Cl)C(=O)OCC)=O)C=C1 (3-[(p-chlorophenacyl)methylamino]-2-carbethoxy-4,6-dichloroindole). As a reaction SMILES: [Cl:1][C:2]1[CH:35]=[CH:34][C:5]([C:6](=[O:33])[CH2:7][CH2:8][NH:9][C:10]2[C:18]3[C:13](=[CH:14][C:15]([Cl:20])=[CH:16][C:17]=3[Cl:19])[N:12](C(OC(C)(C)C)=O)[C:11]=2[C:28]([O:30][CH2:31][CH3:32])=[O:29])=[CH:4][CH:3]=1.FC(F)(F)C(O)=O>C(Cl)Cl.C(OCC)(=O)C>[Cl:1][C:2]1[CH:3]=[CH:4][C:5]([C:6](=[O:33])[CH2:7][CH2:8][NH:9][C:10]2[C:18]3[C:13](=[CH:14][C:15]([Cl:20])=[CH:16][C:17]=3[Cl:19])[NH:12][C:11]=2[C:28]([O:30][CH2:31][CH3:32])=[O:29])=[CH:34][CH:35]=1. Procedure: Dissolve 3-[(p-chlorophenacyl)methylamino]-2-carbethoxy-4,6-dichloro-1-(tert-butyloxycarbonyl)-indole from above in methylene chloride (15 mL). Add trifluoracetic acid (5 mL) and stir for 5 hours. Concentrate the reaction in vacuo, dilute with ethyl acetate (100 mL), wash with saturated sodium carbonate, dry over magnesium sulfate, filter and concentrate in vacuo. Recrystallize the residue from ethyl acetate/hexane to yield the title compound (1.3 g).